This data is from the Open Reaction Database (ORD), a public repository of structured organic reaction records. The task is: describe an organic reaction: reactants, conditions, products, and yield Starting materials: O=C(OC(=O)C(F)(F)F)C(F)(F)F, CC(C)(C)OC(=O)N1CCCC(O)(c2ccc3c(N)ncnn23)C1, c1ccncc1. The product is CC(C)(C)OC(=O)N1C=C(c2ccc3c(N)ncnn23)CCC1. RXN SMILES: [F:25][C:26]([F:27])([F:28])[C:29]([O:30][C:31](=[O:32])[C:33]([F:34])([F:35])[F:36])=[O:37].[NH2:1][c:2]1[n:3][cH:4][n:5][n:6]2[c:7]1[cH:8][cH:9][c:10]2[C:11]1([OH:24])[CH2:12][N:13]([C:17](=[O:18])[O:19][C:20]([CH3:21])([CH3:22])[CH3:23])[CH2:14][CH2:15][CH2:16]1.[cH:38]1[cH:39][cH:40][n:41][cH:42][cH:43]1>>[NH2:1][c:2]1[n:3][cH:4][n:5][n:6]2[c:7]1[cH:8][cH:9][c:10]2[C:11]1=[CH:12][N:13]([C:17](=[O:18])[O:19][C:20]([CH3:21])([CH3:22])[CH3:23])[CH2:14][CH2:15][CH2:16]1. Reactants: FC=1C=CC=C2C=CC(=NC12)COC=1C=C(C=CC1)[N+](=O)[O-] (3-(8-fluoro-2-quinolinylmethoxy)nitrobenzene), [N+](=O)([O-])C=1C=C(C=CC1)O (3-nitrophenol), BrCC1=NC2=C(C=CC=C2C=C1)F (2-bromomethyl-8-fluoroquinoline), C([O-])([O-])=O.[K+].[K+] (potassium carbonate), [I-].[K+] (potassium iodide). Run in CC(=O)CC (ethyl methyl ketone). The product is FC=1C=CC=C2C=CC(=NC12)COC=1C=C(C=CC1)NC(CC(C(=O)O)(CC)CC)=O (4-[3-(8-fluoro-2-quinolinylmethoxy)phenylamino]-2,2-diethyl-4-oxobutanoic acid). Reaction SMILES: [F:1][C:2]1[CH:3]=[CH:4][CH:5]=[C:6]2[C:11]=1[N:10]=[C:9]([CH2:12][O:13][C:14]1[CH:15]=[C:16]([N+:20]([O-])=O)[CH:17]=[CH:18][CH:19]=1)[CH:8]=[CH:7]2.[N+]([C:26]1C=[C:28]([OH:32])[CH:29]=[CH:30][CH:31]=1)([O-])=O.BrC[C:35]1[CH:44]=CC2C(=C(F)C=CC=2)N=1.[C:46](=O)([O-:48])[O-:47].[K+].[K+].[I-].[K+]>CC(CC)=O>[F:1][C:2]1[CH:3]=[CH:4][CH:5]=[C:6]2[C:11]=1[N:10]=[C:9]([CH2:12][O:13][C:14]1[CH:15]=[C:16]([NH:20][C:28](=[O:32])[CH2:29][C:30]([CH2:31][CH3:26])([CH2:44][CH3:35])[C:46]([OH:48])=[O:47])[CH:17]=[CH:18][CH:19]=1)[CH:8]=[CH:7]2 |f:3.4.5,6.7|. Reported procedure: 3-(8-fluoro-2-quinolinylmethoxy)nitrobenzene: 0.67 g of 3-nitrophenol and 1.15 g of 2-bromomethyl-8-fluoroquinoline are dissolved in 110 ml of ethyl methyl ketone; 3.3 g of potassium carbonate and 0.8 g of potassium iodide are added and the batch is heated under reflux for 3 hours. After cooling, removing the solid by filtration and evaporating the solvent in vacuo, 100 ml of dichloromethane are added to the residue, the batch is washed with water (twice, 20 ml each time), dried over sodium sulf... The reactants are Nc1cc(Br)cnc1Cl, C1CCNCC1, CN(C)c1ccncc1, O=S(=O)(Cl)Cl, c1ccncc1. Yields the product O=S(=O)(Nc1cc(Br)cnc1Cl)N1CCCCC1. RXN SMILES: [Br:1][c:2]1[cH:3][c:4]([NH2:9])[c:5]([Cl:8])[n:6][cH:7]1.[CH2:10]1[CH2:11][CH2:12][NH:13][CH2:14][CH2:15]1.[CH3:27][N:28]([c:29]1[cH:30][cH:31][n:32][cH:33][cH:34]1)[CH3:35].[S:16](=[O:17])(=[O:18])([Cl:19])[Cl:20].[cH:21]1[cH:22][cH:23][n:24][cH:25][cH:26]1>>[Br:1][c:2]1[cH:3][c:4]([NH:9][S:16]([N:13]2[CH2:12][CH2:11][CH2:10][CH2:15][CH2:14]2)(=[O:17])=[O:18])[c:5]([Cl:8])[n:6][cH:7]1. The product is NC1(CCC1)C1=CC=C(C=C1)C1=NC=2N(N=C3C=C(C=CC23)C=2C=C(C#N)C=CC2)C=C1C1=CC=CC=C1 (3-{2-[4-(1-Aminocyclobutyl)phenyl]-3-phenylpyrimido[1,2-b]indazol-8-yl}-benzonitrile). Yield: 9.2%. As a reaction SMILES: C(OC(=O)[NH:7][C:8]1([C:12]2[CH:17]=[CH:16][C:15]([C:18]3[C:38]([C:39]4[CH:44]=[CH:43][CH:42]=[CH:41][CH:40]=4)=[CH:37][N:21]4[N:22]=[C:23]5[C:28]([CH:27]=[CH:26][C:25]([C:29]6[CH:34]=[CH:33][CH:32]=[C:31]([C:35]#[N:36])[CH:30]=6)=[CH:24]5)=[C:20]4[N:19]=3)=[CH:14][CH:13]=2)[CH2:11][CH2:10][CH2:9]1)(C)(C)C.C(C1C=C(C2C(C3C=CC=CC=3)=CN3N=C4C(C=CC(C5C=C(C=CC=5)C#N)=C4)=C3N=2)C=CC=1)#N>Cl.O1CCOCC1>[NH2:7][C:8]1([C:12]2[CH:13]=[CH:14][C:15]([C:18]3[C:38]([C:39]4[CH:44]=[CH:43][CH:42]=[CH:41][CH:40]=4)=[CH:37][N:21]4[N:22]=[C:23]5[C:28]([CH:27]=[CH:26][C:25]([C:29]6[CH:30]=[C:31]([CH:32]=[CH:33][CH:34]=6)[C:35]#[N:36])=[CH:24]5)=[C:20]4[N:19]=3)=[CH:16][CH:17]=2)[CH2:9][CH2:10][CH2:11]1. The solvent is Cl (hydrogen chloride), O1CCOCC1 (dioxane). The reactants are C(C)(C)(C)OC(NC1(CCC1)C1=CC=C(C=C1)C1=NC=2N(N=C3C=C(C=CC23)C2=CC(=CC=C2)C#N)C=C1C1=CC=CC=C1)=O ((1-{4-[8-(3-Cyanophenyl)-3-phenylpyrimido[1,2-b]indazol-2-yl]phenyl}-cyclobutyl)carbamic acid tert-butyl ester), C(#N)C=1C=C(C=CC1)C1=NC=2N(N=C3C=C(C=CC23)C=2C=C(C#N)C=CC2)C=C1C1=CC=CC=C1 (3-[2-(3-cyanophenyl)-3-phenylpyrimido[1,2-b]indazol-8-yl]benzonitrile). Procedure details: 239.4 mg (1-{4-[8-(3-Cyanophenyl)-3-phenylpyrimido[1,2-b]indazol-2-yl]phenyl}-cyclobutyl)carbamic acid tert-butyl ester jointly with the byproduct 3-[2-(3-cyanophenyl)-3-phenylpyrimido[1,2-b]indazol-8-yl]benzonitrile were dissolved in 17 mL 4M hydrogen chloride in dioxane. After stirring over night at room temperature the solvent was evaporated to dryness and the residue was treated with saturated sodium bicarbonate solution. This aqueous solution was extracted three times with ethyl acetate. Th... Reactants: Cc1ccc(Br)cc1, COC(=O)c1ccccc1Cl, Cl[Ni]Cl, [Zn], c1ccc(P(c2ccccc2)c2ccccc2)cc1, c1ccncc1. Yields the product COC(=O)c1ccccc1-c1ccc(C)cc1. As a reaction SMILES: [Br:1][c:2]1[cH:3][cH:4][c:5]([CH3:8])[cH:6][cH:7]1.[Cl:9][c:10]1[c:11]([C:12](=[O:13])[O:14][CH3:15])[cH:16][cH:17][cH:18][cH:19]1.[Ni:39]([Cl:40])[Cl:41].[Zn:42].[c:20]1([P:21]([c:22]2[cH:23][cH:24][cH:25][cH:26][cH:27]2)[c:28]2[cH:29][cH:30][cH:31][cH:32][cH:33]2)[cH:34][cH:35][cH:36][cH:37][cH:38]1.[cH:43]1[cH:44][cH:45][n:46][cH:47][cH:48]1>>[c:2]1(-[c:10]2[c:11]([C:12](=[O:13])[O:14][CH3:15])[cH:16][cH:17][cH:18][cH:19]2)[cH:3][cH:4][c:5]([CH3:8])[cH:6][cH:7]1.